This data is from the Open Reaction Database (ORD), a public repository of structured organic reaction records. The task is: describe an organic reaction: reactants, conditions, products, and yield Starting materials: Cl (hydrochloric acid), FC(CC(C#N)C#N)(C(C(C(F)F)(F)F)(F)F)F (2-(2,2,3,3,4,4,5,5-octafluoropentyl)malononitrile), BrCCC=C (4-bromo-1-butene), C([O-])([O-])=O.[K+].[K+] (potassium carbonate). The solvent is CS(=O)C (dimethyl sulfoxide). Conditions: time 5 hour. Yields the product C(CC=C)C(C#N)(C#N)CC(C(C(C(F)F)(F)F)(F)F)(F)F (2-(3-butenyl)-2-(2,2,3,3,4,4,5,5-octafluoropentyl)malononitrile). The yield is 5.4%. Reaction SMILES: [F:1][C:2]([F:18])([C:9]([F:17])([F:16])[C:10]([F:15])([F:14])[CH:11]([F:13])[F:12])[CH2:3][CH:4]([C:7]#[N:8])[C:5]#[N:6].Br[CH2:20][CH2:21][CH:22]=[CH2:23].C(=O)([O-])[O-].[K+].[K+].Cl>CS(C)=O>[CH2:23]([C:4]([CH2:3][C:2]([F:18])([F:1])[C:9]([F:16])([F:17])[C:10]([F:14])([F:15])[CH:11]([F:13])[F:12])([C:7]#[N:8])[C:5]#[N:6])[CH2:22][CH:21]=[CH2:20] |f:2.3.4|. Procedure details: 1.4 g of 2-(2,2,3,3,4,4,5,5-octafluoropentyl)malononitrile and 1.4 g of 4-bromo-1-butene were dissolved in 10 ml of dimethyl sulfoxide, 1.4 g of potassium carbonate was added, and the mixture was stirred at room temperature for 5 hours. Thereafter, dilute hydrochloric acid was added to the reaction mixture, followed by extraction with methyl tert-butyl ether. The organic layer was washed successively with water, aqueous saturated sodium hydrogen carbonate and aqueous saturated sodium chloride, d... The reactants are CC(C)=O, COc1cc2cc(-c3ccccc3)c(=O)oc2cc1O, O=[N+]([O-])O. Product: COc1cc2cc(-c3ccccc3)c(=O)oc2c([N+](=O)[O-])c1O. Reaction SMILES: [CH3:25][C:26](=[O:27])[CH3:28].[OH:1][c:2]1[c:3]([O:19][CH3:20])[cH:4][c:5]2[cH:6][c:7](-[c:13]3[cH:14][cH:15][cH:16][cH:17][cH:18]3)[c:8](=[O:12])[o:9][c:10]2[cH:11]1.[OH:21][N+:22]([O-:23])=[O:24]>>[OH:1][c:2]1[c:3]([O:19][CH3:20])[cH:4][c:5]2[cH:6][c:7](-[c:13]3[cH:14][cH:15][cH:16][cH:17][cH:18]3)[c:8](=[O:12])[o:9][c:10]2[c:11]1[N+:22](=[O:21])[O-:23]. Starting materials: FC1=C(C=C(C=C1)N1CCOCC1)NC(OC(C)(C)C)=O (tert-butyl (2-fluoro-5-morpholinophenyl)carbamate), Cl (HCl). The product is FC1=C(N)C=C(C=C1)N1CCOCC1 (2-fluoro-5-morpholinoaniline). The yield is 56.8%. RXN SMILES: [F:1][C:2]1[CH:7]=[CH:6][C:5]([N:8]2[CH2:13][CH2:12][O:11][CH2:10][CH2:9]2)=[CH:4][C:3]=1[NH:14]C(=O)OC(C)(C)C.Cl>>[F:1][C:2]1[CH:7]=[CH:6][C:5]([N:8]2[CH2:13][CH2:12][O:11][CH2:10][CH2:9]2)=[CH:4][C:3]=1[NH2:14]. Reported procedure: A mixture of tert-butyl (2-fluoro-5-morpholinophenyl)carbamate (0.93 g, 3.14 mmol) and a solution of HCl (31 mL, 31 mmol, 1 M in MeOH) was stirred at rt overnight, then concentrated in vacuo. The residue was dissolved in water (150 mL). The soltution was basified with saturated Na2CO3 aqueous solution and extracted with CH2Cl2 (100 mL×3). The combined organic phases were washed with brine (150 mL), dried over anhydrous Na2SO4 and concentrated in vacuo to give the title compound as a light brown ... Reactants: O=C1Nc2ccc(C(=O)O)cc2C1=Cc1c[nH]c2ncccc12, CO, O=S(=O)(O)O, c1ccccc1. Yields the product COC(=O)c1ccc2c(c1)C(=Cc1c[nH]c3ncccc13)C(=O)N2. RXN SMILES: [C:1](=[O:2])([OH:3])[c:4]1[cH:5][c:6]2[c:10]([cH:11][cH:12]1)[NH:9][C:8](=[O:13])[C:7]2=[CH:14][c:15]1[cH:16][nH:17][c:18]2[n:19][cH:20][cH:21][cH:22][c:23]12.[CH3:24][OH:25].[S:26](=[O:27])(=[O:28])([OH:29])[OH:30].[cH:31]1[cH:32][cH:33][cH:34][cH:35][cH:36]1>>[C:1](=[O:2])([O:3][CH3:24])[c:4]1[cH:5][c:6]2[c:10]([cH:11][cH:12]1)[NH:9][C:8](=[O:13])[C:7]2=[CH:14][c:15]1[cH:16][nH:17][c:18]2[n:19][cH:20][cH:21][cH:22][c:23]12. Starting materials: CN1CC(C[C@@H]2C=3C=CC=C4NC=C(C[C@@H]12)C34)CO (6-methyl-8-hydroxymethylergoline), Cl (hydrochloric acid). The reagents and catalysts are [Zn] (zinc). Run in O (water). Product: CN1CC(C[C@@H]2C=3C=CC=C4NCC(C[C@@H]12)C34)CO (2,3-Dihydro-6-methyl-8-hydroxymethylergoline). RXN SMILES: [CH3:1][N:2]1[C@H:16]2[C@@H:6]([C:7]3[CH:8]=[CH:9][CH:10]=[C:11]4[C:17]=3[C:14]([CH2:15]2)=[CH:13][NH:12]4)[CH2:5][CH:4]([CH2:18][OH:19])[CH2:3]1.Cl>[Zn].O>[CH3:1][N:2]1[C@H:16]2[C@@H:6]([C:7]3[CH:8]=[CH:9][CH:10]=[C:11]4[C:17]=3[CH:14]([CH2:15]2)[CH2:13][NH:12]4)[CH2:5][CH:4]([CH2:18][OH:19])[CH2:3]1. Procedure details: A suspension of 8.13 g. of 6-methyl-8-hydroxymethylergoline and 560 g. of zinc metal dust in 250 ml. of water was cooled to 5° C. in an ice-water bath and stirred. To the cold reaction mixture was added 2500 ml. of concentrated hydrochloric acid dropwise over 6 hours. The acidic aqueous reaction mixture was filtered and the filtrate was made alkaline by the addition of ammonium hydroxide. The aqueous alkaline reaction mixture was extracted with chloroform, and the combined chloroform extracts we...